Task: describe an organic reaction: reactants, conditions, products, and yield. Dataset: the Open Reaction Database (ORD), a public repository of structured organic reaction records Procedure details: Following the procedure of Example 1, 2-chloro-5-(4-nitrophenoxy)ethylpyridine is prepared from the reaction of 2-chloro-5-pyridylacetic acid with borane/THF and 1-fluoro-4-nitrobenzene or, alternatively, from the reaction of 2-chloro-(5-chloroethyl)pyridine with 4 nitrophenol. The resulting 2-chloro-5-(4-nitrophenoxy)ethylpyridine is reduced with iron in the presence of NH4Cl to produce 2-chloro-5-(4-aminophenoxy)-ethylpyridine, which in turn is reacted with 3,4,5,6-tetra-hydrophthalic anhydrid... Reactants: ClC1=NC=C(C=C1)CC(=O)O (2-chloro-5-pyridylacetic acid), B.C1CCOC1 (borane THF), FC1=CC=C(C=C1)[N+](=O)[O-] (1-fluoro-4-nitrobenzene), ClC1=NC=C(C=C1)CCOC1=CC=C(C=C1)[N+](=O)[O-] (2-chloro-5-(4-nitrophenoxy)ethylpyridine), ClC1=NC=C(C=C1)CCOC1=CC=C(C=C1)[N+](=O)[O-] (2-chloro-5-(4-nitrophenoxy)ethylpyridine), [NH4+].[Cl-] (NH4Cl), 2-chloro-(5-chloroethyl)pyridine, [N+](=O)([O-])C1=C(C=CC=C1)O (nitrophenol). RXN SMILES: [Cl:1][C:2]1[CH:7]=[CH:6][C:5]([CH2:8][CH2:9][O:10][C:11]2[CH:16]=[CH:15][C:14]([N+:17]([O-])=O)=[CH:13][CH:12]=2)=CN=1.Cl[C:21]1C=CC(CC(O)=O)=C[N:22]=1.B.C1COCC1.FC1C=CC([N+]([O-])=O)=CC=1.[N+](C1C=CC=CC=1O)([O-])=O.[NH4+].[Cl-]>[Fe]>[Cl:1][CH2:2][CH2:7][C:6]1[CH:5]=[CH:8][C:9]([O:10][C:11]2[CH:12]=[CH:13][C:14]([NH2:17])=[CH:15][CH:16]=2)=[CH:21][N:22]=1 |f:2.3,6.7|. Reagents/catalysts: [Fe] (iron). Product: ClCCC1=NC=C(C=C1)OC1=CC=C(C=C1)N (2-chloro-5-(4-aminophenoxy)-ethylpyridine).